Dataset: the Open Reaction Database (ORD), a public repository of structured organic reaction records. Task: describe an organic reaction: reactants, conditions, products, and yield Reactants: ClS(=O)(=O)C=1C=C(C(=O)O)C=CC1 (3-(chlorosulfonyl)benzoic acid), N1CCC2=CC=CC=C12 (indoline). Yields the product N1(CCC2=CC=CC=C12)S(=O)(=O)C=1C=C(C(=O)O)C=CC1 (3-(indolin-1-ylsulfonyl)benzoic acid). As a reaction SMILES: Cl[S:2]([C:5]1[CH:6]=[C:7]([CH:11]=[CH:12][CH:13]=1)[C:8]([OH:10])=[O:9])(=[O:4])=[O:3].[NH:14]1[C:22]2[C:17](=[CH:18][CH:19]=[CH:20][CH:21]=2)[CH2:16][CH2:15]1>>[N:14]1([S:2]([C:5]2[CH:6]=[C:7]([CH:11]=[CH:12][CH:13]=2)[C:8]([OH:10])=[O:9])(=[O:4])=[O:3])[C:22]2[C:17](=[CH:18][CH:19]=[CH:20][CH:21]=2)[CH2:16][CH2:15]1. Procedure: 3-(chlorosulfonyl)benzoic acid (2.0 g, 9.1 mmol) was treated with was treated with indoline (2.7 g, 22.7 mmol) using method A to give 3-(indolin-1-ylsulfonyl)benzoic acid as a light purple solid. Yield: 1.6 g (58%). 1H-NMR: 8.23 (t, J=1.5 Hz, 1H), 8.19 (dt, J=8.0, 1.5, 1.5 Hz, 1H), 8.04 (ddd, J=8.0, 2.0, 1.0 Hz, 1H), 7.71 (t, J=8.0 Hz, 1H), 7.49 (d, J=8.0 Hz, 1H), 7.21 (t, J=8.0 Hz, 1H), 7.16 (d, J=7.5 Hz, 1H), 6.99 (dt, J=7.5, 7.5, 1.0 Hz, 1H), 3.92 (t, J=8.5 Hz, 2H), 2.90 (t, J=8.5 Hz, 2H) The reactants are C1CCOC1, CO, CCCCC(Oc1ccc(CC(=O)OC)cc1)c1cccc(-c2ccc(C(F)(F)F)cc2)n1, [Na+], [OH-]. Product: CCCCC(Oc1ccc(CC(=O)O)cc1)c1cccc(-c2ccc(C(F)(F)F)cc2)n1. As a reaction SMILES: [CH2:36]1[O:37][CH2:38][CH2:39][CH2:40]1.[CH3:41][OH:42].[F:1][C:2]([c:3]1[cH:4][cH:5][c:6](-[c:9]2[cH:10][cH:11][cH:12][c:13]([CH:15]([CH2:16][CH2:17][CH2:18][CH3:19])[O:20][c:21]3[cH:22][cH:23][c:24]([CH2:27][C:28](=[O:29])[O:30][CH3:31])[cH:25][cH:26]3)[n:14]2)[cH:7][cH:8]1)([F:32])[F:33].[Na+:35].[OH-:34]>>[F:1][C:2]([c:3]1[cH:4][cH:5][c:6](-[c:9]2[cH:10][cH:11][cH:12][c:13]([CH:15]([CH2:16][CH2:17][CH2:18][CH3:19])[O:20][c:21]3[cH:22][cH:23][c:24]([CH2:27][C:28](=[O:29])[OH:30])[cH:25][cH:26]3)[n:14]2)[cH:7][cH:8]1)([F:32])[F:33].